From a dataset of the Open Reaction Database (ORD), a public repository of structured organic reaction records. describe an organic reaction: reactants, conditions, products, and yield The reactants are NC1=C(C(=O)OC)C=CC(=C1)Cl (methyl 2-amino-4-chlorobenzoate), S1C=C(C=C1)CC(=O)O (thiophene-3-acetic acid), C(C(=O)Cl)(=O)Cl (oxalyl chloride). Reagents/catalysts: CN(C=O)C (dimethylformamide). Solvent: ClCCl (dichloromethane). Reaction conditions: time 1 hour. Yields the product ClC1=CC(=C(C(=O)OC)C=C1)NC(CC1=CSC=C1)=O (methyl 4-chloro-2-(3-thienyl)acetamidobenzoate). Isolated yield 40.4%. As a reaction SMILES: [S:1]1[CH:5]=[CH:4][C:3]([CH2:6][C:7]([OH:9])=O)=[CH:2]1.C(Cl)(=O)C(Cl)=O.[NH2:16][C:17]1[CH:26]=[C:25]([Cl:27])[CH:24]=[CH:23][C:18]=1[C:19]([O:21][CH3:22])=[O:20]>ClCCl.CN(C)C=O>[Cl:27][C:25]1[CH:24]=[CH:23][C:18]([C:19]([O:21][CH3:22])=[O:20])=[C:17]([NH:16][C:7](=[O:9])[CH2:6][C:3]2[CH:4]=[CH:5][S:1][CH:2]=2)[CH:26]=1. Procedure details: To a solution of thiophene-3-acetic acid (1.4 g, 10 mmol) in dichloromethane (40 ml) was added oxalyl chloride (1.74 ml, 20 mmol) and dimethylformamide (catalytic, 3 drops) and the reaction stirred for 1 h. The solvent was evaporated and the residue co-evaporated with toluene (3×20 ml). The resulting acid chloride was dissolved in 1,2-dichloroethane (40 ml), methyl 2-amino-4-chlorobenzoate (1.5 g, 8 mmol) added and the reaction refluxed for 2 h. The residue remaining on evaporation of the solven... The reactants are FC(C1=NN(C=C1)CC(=O)N1CCC(CC1)C=1SC=C(N1)C(=O)O)(F)F (2-(1-{[3-(trifluoromethyl)-1H-pyrazol-1-yl]acetyl}piperidin-4-yl)-1,3-thiazole-4-carboxylic acid), CC(CCO)(C)C (3,3-dimethylbutan-1-ol). The product is FC(C1=NN(C=C1)CC(=O)N1CCC(CC1)C=1SC=C(N1)C(=O)OCCC(C)(C)C)(F)F (3,3-Dimethylbutyl 2-(1-{[3-(trifluoromethyl)-1H-pyrazol-1-yl]acetyl}piperidin-4-yl)-1,3-thiazole-4-carboxylate). Reaction SMILES: [F:1][C:2]([F:26])([F:25])[C:3]1[CH:7]=[CH:6][N:5]([CH2:8][C:9]([N:11]2[CH2:16][CH2:15][CH:14]([C:17]3[S:18][CH:19]=[C:20]([C:22]([OH:24])=[O:23])[N:21]=3)[CH2:13][CH2:12]2)=[O:10])[N:4]=1.[CH3:27][C:28]([CH3:33])([CH3:32])[CH2:29][CH2:30]O>>[F:26][C:2]([F:1])([F:25])[C:3]1[CH:7]=[CH:6][N:5]([CH2:8][C:9]([N:11]2[CH2:16][CH2:15][CH:14]([C:17]3[S:18][CH:19]=[C:20]([C:22]([O:24][CH2:30][CH2:29][C:28]([CH3:33])([CH3:32])[CH3:27])=[O:23])[N:21]=3)[CH2:13][CH2:12]2)=[O:10])[N:4]=1. Procedure details: A solution of 2-(1-{[3-(trifluoromethyl)-1H-pyrazol-1-yl]acetyl}piperidin-4-yl)-1,3-thiazole-4-carboxylic acid (III-2, 200 mg) is reacted analogously to Example I-811 with 3,3-dimethylbutan-1-ol (68.0 mg). This gives, after chromatographic purification, 3,3-dimethylbutyl 2-(1-{[3-(trifluoromethyl)-1H-pyrazol-1-yl]acetyl}piperidin-4-yl)-1,3-thiazole-4-carboxylate (98 mg, 40%). Reactants: Cc1cc(-c2cc(C(F)(F)F)nn2-c2ccc(S(C)(=O)=O)c(F)c2)ccc1O, [Cl-], ClCCl, O. The product is Cc1cc(-c2cc(C(F)(F)F)nn2-c2ccc(S(C)(=O)=O)c(F)c2)cc(Cl)c1O. Reaction SMILES: [CH3:1][c:2]1[c:3]([OH:28])[cH:4][cH:5][c:6](-[c:8]2[cH:9][c:10]([C:24]([F:25])([F:26])[F:27])[n:11][n:12]2-[c:13]2[cH:14][c:15]([F:23])[c:16]([S:19](=[O:20])(=[O:21])[CH3:22])[cH:17][cH:18]2)[cH:7]1.[Cl-:29].[Cl:31][CH2:32][Cl:33].[OH2:30]>>[CH3:1][c:2]1[c:3]([OH:28])[c:4]([Cl:29])[cH:5][c:6](-[c:8]2[cH:9][c:10]([C:24]([F:25])([F:26])[F:27])[n:11][n:12]2-[c:13]2[cH:14][c:15]([F:23])[c:16]([S:19](=[O:20])(=[O:21])[CH3:22])[cH:17][cH:18]2)[cH:7]1. The reactants are C(#N)C=1C(NC(=CC1)C)=O (3-cyano-6-methyl-2(1H)-pyridinone), [NH2-].[K+] (potassium amide), N (ammonia), CI (methyl iodide). The product is C(#N)C=1C(NC(=CC1)CC)=O (3-cyano-6-ethyl-2(1H)-pyridinone). Reaction SMILES: [C:1]([C:3]1[C:4](=[O:10])[NH:5][C:6]([CH3:9])=[CH:7][CH:8]=1)#[N:2].[NH2-].[K+].N.[CH3:14]I>>[C:1]([C:3]1[C:4](=[O:10])[NH:5][C:6]([CH2:9][CH3:14])=[CH:7][CH:8]=1)#[N:2] |f:1.2|. Procedure details: Boatman et al [J. Org. Chem. 30, 3593-7 (1965)] show the reaction of 3-cyano-6-methyl-2(1H)-pyridinone with potassium amide in liquid ammonia and subsequent reaction of the resulting salt with methyl iodide to produce 3-cyano-6-ethyl-2(1H)-pyridinone (p. 3596, 3a). The reactants are C1(\C=C/C(=O)O1)=O (maleic anhydride), CO (methanol), [OH-].[Mg+2].[OH-] (magnesium hydroxide). Yields the product C/C(/C(=O)[O-])=C/C(=O)[O-].C/C(/C(=O)[O-])=C/C(=O)[O-].[Mg+2].[Mg+2] (MAGNESIUM BIS(METHYL MALEATE)). As a reaction SMILES: [C:1]1(=[O:7])[O:6][C:4](=[O:5])[CH:3]=[CH:2]1.[OH-:8].[Mg+2:9].[OH-].[CH3:11]O>>[CH3:11]/[C:2](=[CH:3]/[C:4]([O-:8])=[O:5])/[C:1]([O-:6])=[O:7].[CH3:11]/[C:2](=[CH:3]/[C:4]([O-:8])=[O:5])/[C:1]([O-:6])=[O:7].[Mg+2:9].[Mg+2:9] |f:1.2.3,5.6.7.8|. Procedure details: Fifty grams of maleic anhydride is dissolved in 200 ml methanol and magnesium hydroxide is added to a pH of 7.3. The solution is filtered, the methanol is distilled off and the product is dried under vacuum. An NMR analysis of the product taken using potassium acid phthalate as the standard indicates that the product contains 78.7% magnesium bis(methyl maleate). Reactants: CC(C)(C)OC(=O)n1ccc(-c2ccc(I)cc2)c1C=O, C1CCOC1. Yields the product CC(C)(C)OC(=O)n1ccc(-c2ccc(I)cc2)c1CO. RXN SMILES: [C:1]([CH3:2])([CH3:3])([CH3:4])[O:5][C:6](=[O:7])[n:8]1[c:9]([CH:20]=[O:21])[c:10](-[c:13]2[cH:14][cH:15][c:16]([I:19])[cH:17][cH:18]2)[cH:11][cH:12]1.[CH2:22]1[O:23][CH2:24][CH2:25][CH2:26]1>>[C:1]([CH3:2])([CH3:3])([CH3:4])[O:5][C:6](=[O:7])[n:8]1[c:9]([CH2:20][OH:21])[c:10](-[c:13]2[cH:14][cH:15][c:16]([I:19])[cH:17][cH:18]2)[cH:11][cH:12]1. Reactants: NC1=C(C=CC=C1)NC(C1=CC=C(C=C1)CN1C(C2=CC=CC(=C2C1)Br)=O)=O (N-(2-aminophenyl)-4-((4-bromo-1-oxoisoindolin-2-yl)methyl)benzamide), NC1=C(C=CC=C1)NC(C1=CC=C(C=C1)CN1C(C2=CC(=C(C(=C2C1)Br)OC)OC)=O)=O (N-(2-aminophenyl)-4-((4-bromo-5,6-dimethoxy-1-oxoisoindolin-2-yl)methyl)benzamide), B(C1=CN=CN=C1)(O)O (pyrimidin-5-yl-5-boronic acid). The product is NC1=C(C=CC=C1)NC(C1=CC=C(C=C1)CN1C(C2=CC=CC(=C2C1)C=1C=NC=NC1)=O)=O (N-(2-aminophenyl)-4-((1-oxo-4-(pyrimidin-5-yl)isoindolin-2-yl)methyl)benzamide). Yield: 68.0%. Reaction SMILES: [NH2:1][C:2]1[CH:7]=[CH:6][CH:5]=[CH:4][C:3]=1[NH:8][C:9](=[O:28])[C:10]1[CH:15]=[CH:14][C:13]([CH2:16][N:17]2[CH2:25][C:24]3[C:19](=[CH:20][CH:21]=[CH:22][C:23]=3Br)[C:18]2=[O:27])=[CH:12][CH:11]=1.NC1C=CC=CC=1NC(=O)C1C=CC(CN2CC3C(=CC(OC)=C(OC)C=3Br)C2=O)=CC=1.B(O)(O)[C:62]1[CH:67]=[N:66][CH:65]=[N:64][CH:63]=1>>[NH2:1][C:2]1[CH:7]=[CH:6][CH:5]=[CH:4][C:3]=1[NH:8][C:9](=[O:28])[C:10]1[CH:15]=[CH:14][C:13]([CH2:16][N:17]2[CH2:25][C:24]3[C:19](=[CH:20][CH:21]=[CH:22][C:23]=3[C:62]3[CH:63]=[N:64][CH:65]=[N:66][CH:67]=3)[C:18]2=[O:27])=[CH:12][CH:11]=1. Reported procedure: The procedure of Example 2 was repeated except for using N-(2-aminophenyl)-4-((4-bromo-1-oxoisoindolin-2-yl)methyl)benzamide in Example 9 instead of N-(2-aminophenyl)-4-((4-bromo-5,6-dimethoxy-1-oxoisoindolin-2-yl)methyl)benzamide, and pyrimidin-5-yl-5-boronic acid instead of phenyl boronic acid to obtain the title compound (68%).